This data is from the Open Reaction Database (ORD), a public repository of structured organic reaction records. The task is: describe an organic reaction: reactants, conditions, products, and yield Starting materials: C(C1=CC=CC=C1)N1CCC(CC1)CCCCC(C1=CC=C(C=C1)N1CCCC1)=O (1-benzyl-4-[4-(4-pyrrolidinobenzoyl)butyl]-piperidine), C(\C=C\C(=O)O)(=O)O (fumaric acid). The product is C(\C=C\C(=O)O)(=O)O.C(C1=CC=CC=C1)N1CCC(CC1)CCCCC(C1=CC=C(C=C1)N1CCCC1)=O (1-benzyl-4-[4-(4-pyrrolidinobenzoyl)butyl]piperidine fumarate). Isolated yield 95.5%. Reaction SMILES: [CH2:1]([N:8]1[CH2:13][CH2:12][CH:11]([CH2:14][CH2:15][CH2:16][CH2:17][C:18](=[O:30])[C:19]2[CH:24]=[CH:23][C:22]([N:25]3[CH2:29][CH2:28][CH2:27][CH2:26]3)=[CH:21][CH:20]=2)[CH2:10][CH2:9]1)[C:2]1[CH:7]=[CH:6][CH:5]=[CH:4][CH:3]=1.[C:31]([OH:38])(=[O:37])/[CH:32]=[CH:33]/[C:34]([OH:36])=[O:35]>>[C:31]([OH:38])(=[O:37])/[CH:32]=[CH:33]/[C:34]([OH:36])=[O:35].[CH2:1]([N:8]1[CH2:9][CH2:10][CH:11]([CH2:14][CH2:15][CH2:16][CH2:17][C:18](=[O:30])[C:19]2[CH:20]=[CH:21][C:22]([N:25]3[CH2:29][CH2:28][CH2:27][CH2:26]3)=[CH:23][CH:24]=2)[CH2:12][CH2:13]1)[C:2]1[CH:7]=[CH:6][CH:5]=[CH:4][CH:3]=1 |f:2.3|. Reported procedure: The 1-benzyl-4-[4-(4-pyrrolidinobenzoyl)butyl]-piperidine (0.5 g) prepared in 5) was treated with one equivalent of fumaric acid (0.14 g) and the reaction product was crystallized from ethanol to give 0.6 g of 1-benzyl-4-[4-(4-pyrrolidinobenzoyl)butyl]piperidine fumarate as colorless crystals melting at 183°-185° C. Reactants: C(C)(C)(C)OC(=O)N1CCN(CC1)C=1C=C2N3C(C(NN=C3COC2=CC1C1=C(C=CC=C1)F)=O)C (4-[7-(2-fluoro-phenyl)-4-methyl-3-oxo-2,3,4,10-tetrahydro-9-oxa-1,2,4a-triaza-phenanthren-6-yl]-piperazine-1-carboxylic acid tert-butyl ester), Cl (HCl). Run at time 2 hour. Product: Cl.FC1=C(C=CC=C1)C1=C(C=C2N3C(C(NN=C3COC2=C1)=O)C)N1CCNCC1 (7-(2-fluoro-phenyl)-4-methyl-6-piperazin-1-yl-2,10-dihydro-9-oxa-1,2,4a-triaza-phenanthren-3-one hydrochloride). Yield: 96.0%. Reaction SMILES: C(OC([N:8]1[CH2:13][CH2:12][N:11]([C:14]2[CH:15]=[C:16]3[C:25](=[CH:26][C:27]=2[C:28]2[CH:33]=[CH:32][CH:31]=[CH:30][C:29]=2[F:34])[O:24][CH2:23][C:22]2[N:17]3[CH:18]([CH3:36])[C:19](=[O:35])[NH:20][N:21]=2)[CH2:10][CH2:9]1)=O)(C)(C)C.[ClH:37]>>[ClH:37].[F:34][C:29]1[CH:30]=[CH:31][CH:32]=[CH:33][C:28]=1[C:27]1[CH:26]=[C:25]2[C:16]([N:17]3[C:22]([CH2:23][O:24]2)=[N:21][NH:20][C:19](=[O:35])[CH:18]3[CH3:36])=[CH:15][C:14]=1[N:11]1[CH2:10][CH2:9][NH:8][CH2:13][CH2:12]1 |f:2.3|. Reported procedure: A mixture of 4-[7-(2-fluoro-phenyl)-4-methyl-3-oxo-2,3,4,10-tetrahydro-9-oxa-1,2,4a-triaza-phenanthren-6-yl]-piperazine-1-carboxylic acid tert-butyl ester (0.076 g, 0.153 mmol) in HCl (4M in EtOAc, 30 mL) was stirred at rt for 2 h. The reaction mixture was concentrated in vacuo to give 7-(2-fluoro-phenyl)-4-methyl-6-piperazin-1-yl-2,10-dihydro-9-oxa-1,2,4a-triaza-phenanthren-3-one hydrochloride (0.065 g, 96%) as a white solid. 1H NMR (400 MHz, MeOD) δ 7.45-7.34 (m, 2H), 7.29-7.14 (m, 2H), 6.92 (... Starting materials: C(=O)([O-])[O-].[Cs+].[Cs+] (Cs2CO3), ClC1=CC(=C(C(=O)NC2=CC(NC=C2)=O)C=C1F)F (4-chloro-2,5-difluoro-N-(2-oxo-1,2-dihydropyridin-4-yl)benzamide), ClC1=C(C=CC(=C1)F)O (2-chloro-4-fluorophenol). Run in CN(C)C=O (DMF). Reaction conditions: temperature 100 celsius, time 1 hour. The product is ClC1=CC(=C(C(=O)NC2=CC(NC=C2)=O)C=C1F)OC1=C(C=C(C=C1)F)Cl (4-chloro-2-(2-chloro-4-fluorophenoxy)-5-fluoro-N-(2-oxo-1,2-dihydropyridin-4-yl)benzamide). The yield is 22.2%. Reaction SMILES: C([O-])([O-])=O.[Cs+].[Cs+].[Cl:7][C:8]1[C:23]([F:24])=[CH:22][C:11]([C:12]([NH:14][C:15]2[CH:20]=[CH:19][NH:18][C:17](=[O:21])[CH:16]=2)=[O:13])=[C:10](F)[CH:9]=1.[Cl:26][C:27]1[CH:32]=[C:31]([F:33])[CH:30]=[CH:29][C:28]=1[OH:34]>CN(C=O)C>[Cl:7][C:8]1[C:23]([F:24])=[CH:22][C:11]([C:12]([NH:14][C:15]2[CH:20]=[CH:19][NH:18][C:17](=[O:21])[CH:16]=2)=[O:13])=[C:10]([O:34][C:28]2[CH:29]=[CH:30][C:31]([F:33])=[CH:32][C:27]=2[Cl:26])[CH:9]=1 |f:0.1.2|. Procedure: Cs2CO3 (244.4 mg, 0.75 mmol) was added to a solution of 4-chloro-2,5-difluoro-N-(2-oxo-1,2-dihydropyridin-4-yl)benzamide (71.2 mg, 0.25 mmol) and 2-chloro-4-fluorophenol (109.9 mg, 0.75 mmol) in DMF (2 mL) and the reaction was stirred at 100° C. for 1 hours. The reaction was filtered and purified by reverse phase HPLC using a gradient of acetonitrile in water (10-99%) and HCl as a modifier to yield 4-chloro-2-(2-chloro-4-fluorophenoxy)-5-fluoro-N-(2-oxo-1,2-dihydropyridin-4-yl)benzamide (109) (2... Starting materials: ClC1=CC(=NC(=N1)N[C@@H](C)C1=CC=C(C=C1)F)N1N=CC(=C1)C(=O)OCC (ethyl (S)-1-{6-chloro-2-[1-(4-fluorophenyl)ethylamino]pyrimidin-4-yl}-1H-pyrazole-4-carboxylate), NC1=NC=CN=C1 (2-aminopyrazine), C1(CCCCC1)P(C1=C(C=CC=C1)C1=C(C=C(C=C1C(C)C)C(C)C)C(C)C)C1CCCCC1 (2-dicyclohexylphosphino-2′,4′,6′-triisopropylbiphenyl), CC(C)([O-])C.[Na+] (sodium t-butoxide), tris(dibenzylideneacetone)(chloroform)dipalladium. Solvent: C1(=CC=CC=C1)C (toluene). Reaction conditions: temperature 100 celsius, time 2 hour. Product: FC1=CC=C(C=C1)[C@H](C)NC1=NC(=CC(=N1)N1N=CC(=C1)C(=O)OCC)NC1=NC=CN=C1 (Ethyl (S)-1-{2-[1-(4-fluorophenyl)ethylamino]-6-(pyrazin-2-ylamino) pyrimidin-4-yl}-1H-pyrazole-4-carboxylate). The yield is 78.2%. RXN SMILES: Cl[C:2]1[N:7]=[C:6]([NH:8][C@H:9]([C:11]2[CH:16]=[CH:15][C:14]([F:17])=[CH:13][CH:12]=2)[CH3:10])[N:5]=[C:4]([N:18]2[CH:22]=[C:21]([C:23]([O:25][CH2:26][CH3:27])=[O:24])[CH:20]=[N:19]2)[CH:3]=1.[NH2:28][C:29]1[CH:34]=[N:33][CH:32]=[CH:31][N:30]=1.C1(P(C2CCCCC2)C2C=CC=CC=2C2C(C(C)C)=CC(C(C)C)=CC=2C(C)C)CCCCC1.CC(C)([O-])C.[Na+]>C1(C)C=CC=CC=1>[F:17][C:14]1[CH:15]=[CH:16][C:11]([C@@H:9]([NH:8][C:6]2[N:5]=[C:4]([N:18]3[CH:22]=[C:21]([C:23]([O:25][CH2:26][CH3:27])=[O:24])[CH:20]=[N:19]3)[CH:3]=[C:2]([NH:28][C:29]3[CH:34]=[N:33][CH:32]=[CH:31][N:30]=3)[N:7]=2)[CH3:10])=[CH:12][CH:13]=1 |f:3.4|. Procedure: 50 mg of ethyl (S)-1-{6-chloro-2-[1-(4-fluorophenyl)ethylamino]pyrimidin-4-yl}-1H-pyrazole-4-carboxylate, 15 mg of 2-aminopyrazine, 12 mg of 2-dicyclohexylphosphino-2′,4′,6′-triisopropylbiphenyl, 17 mg of sodium t-butoxide and 7 mg of tris(dibenzylideneacetone)(chloroform)dipalladium were added in turn to 10 ml of degassed toluene, and the mixture was stirred at 100° C. for 2 hours under argon atmosphere. The reaction solution was purified by silica gel column chromatography to obtain 45 mg of t... Starting materials: BrCC(=O)C=1C(=NOC1C)C1=CC=CC=C1 (4-(bromoacetyl)-5-methyl-3-phenylisoxazole), Cl.C(C1=CC=CC=C1)(=N)N (benzamidine HCl). Product: CC1=C(C(=NO1)C1=CC=CC=C1)C=1N=C(NC1)C1=CC=CC=C1 (5-Methyl-3-phenyl-4-(2-phenyl-1H-imidazol-4-yl)-isoxazole). The yield is 92.0%. RXN SMILES: Br[CH2:2][C:3]([C:5]1[C:6]([C:11]2[CH:16]=[CH:15][CH:14]=[CH:13][CH:12]=2)=[N:7][O:8][C:9]=1[CH3:10])=O.Cl.[C:18]([NH2:26])(=[NH:25])[C:19]1[CH:24]=[CH:23][CH:22]=[CH:21][CH:20]=1>>[CH3:10][C:9]1[O:8][N:7]=[C:6]([C:11]2[CH:16]=[CH:15][CH:14]=[CH:13][CH:12]=2)[C:5]=1[C:3]1[N:25]=[C:18]([C:19]2[CH:24]=[CH:23][CH:22]=[CH:21][CH:20]=2)[NH:26][CH:2]=1 |f:1.2|. Reported procedure: As described for Example 57, 4-(bromoacetyl)-5-methyl-3-phenylisoxazole (commercially available) (1.0 g, 4 mmol) using benzamidine HCl instead of acetamidine HCl was converted to the title compound (992 mg, 92%) which was obtained as a white solid. MS: m/e=302.1 [M+H]+. Starting materials: FC1=C(N)C=C(C=C1)F (2,5-difluoroaniline), O=C1NCCC(C1)=O (2,4-dioxopiperidine). The solvent is C(C)O (ethanol). Yields the product FC1=C(C=C(C=C1)F)NC1=CC(NCC1)=O (4-[(2,5-Difluorophenyl)amino]-5,6-dihydro-2(1H)-pyridinone). Yield: 20.5%. RXN SMILES: [F:1][C:2]1[CH:8]=[CH:7][C:6]([F:9])=[CH:5][C:3]=1[NH2:4].[O:10]=[C:11]1[CH2:16][C:15](=O)[CH2:14][CH2:13][NH:12]1>C(O)C>[F:1][C:2]1[CH:8]=[CH:7][C:6]([F:9])=[CH:5][C:3]=1[NH:4][C:15]1[CH2:14][CH2:13][NH:12][C:11](=[O:10])[CH:16]=1. Procedure details: A mixture of 2,5-difluoroaniline (6.45 g) and 2,4-dioxopiperidine (5.66 g) was heated under nitrogen for 6 h. The reaction mixture was then dissolved in ethanol (50 ml), adsorbed onto silica, and purified by FCC eluting with System A (150:8:1) to give the title compound (2.3 g), m.p. 252°-255°. Reactants: OC1CN(C1)C(=O)N1CC(CC(C1)C1=CC=C(C=C1)C(F)(F)F)C(=O)O (1-[(3-Hydroxyazetidin-1-yl)carbonyl]-5-[4-(trifluoromethyl)phenyl]piperidine-3-carboxylic acid), ON=C(CCOC(C)C)N (N′-Hydroxy-3-(propan-2-yloxy)propanimidamide). The product is OC1CN(C1)C(=O)N1CC(CC(C1)C1=CC=C(C=C1)C(F)(F)F)C1=NC(=NO1)CCOC(C)C ((3-Hydroxyazetidin-1-yl) {3-{3-[2-(propan-2-yloxy)ethyl]-1,2,4-oxadiazol-5-yl}-5-[4-(trifluoromethyl)phenyl]piperidin-1-yl}methanone). Reaction SMILES: [OH:1][CH:2]1[CH2:5][N:4]([C:6]([N:8]2[CH2:13][CH:12]([C:14]3[CH:19]=[CH:18][C:17]([C:20]([F:23])([F:22])[F:21])=[CH:16][CH:15]=3)[CH2:11][CH:10]([C:24]([OH:26])=O)[CH2:9]2)=[O:7])[CH2:3]1.O[N:28]=[C:29]([NH2:36])[CH2:30][CH2:31][O:32][CH:33]([CH3:35])[CH3:34]>>[OH:1][CH:2]1[CH2:3][N:4]([C:6]([N:8]2[CH2:13][CH:12]([C:14]3[CH:15]=[CH:16][C:17]([C:20]([F:23])([F:21])[F:22])=[CH:18][CH:19]=3)[CH2:11][CH:10]([C:24]3[O:26][N:36]=[C:29]([CH2:30][CH2:31][O:32][CH:33]([CH3:35])[CH3:34])[N:28]=3)[CH2:9]2)=[O:7])[CH2:5]1. Procedure details: 100 mg (0.27 mmol) of the compound from Example 101A and 66 mg (0.40 mmol) of the compound from Example 65A were reacted according to the General Method 2. Yield: 28 mg (20% of theory) Conditions: temperature 100 celsius, time 2 hour. Procedure: A solution of 2-aminopyridine (9.4 g.) in dried toluene (25 ml.) was dropwise added at 100° C to a suspension of 55% sodium hydride (5.04 g.) in dried toluene (10 ml.). The mixture was stirred for 2 hours at 100° C. To the solution were added bromoacetaldehyde diethyl acetal (26 g.) and dried toluene (5 ml.). The mixture was stirred for 19 hours at 115° C and cooled to ambient temperature. The reaction mixture was post-treated according to similar manners to those of the above-mentioned Examples... Solvent: C1(=CC=CC=C1)C (toluene), C1(=CC=CC=C1)C (toluene), C1(=CC=CC=C1)C (toluene). Isolated yield 38.1%. Reactants: C(C)OC(CBr)OCC (bromoacetaldehyde diethyl acetal), NC1=NC=CC=C1 (2-aminopyridine), [H-].[Na+] (sodium hydride). As a reaction SMILES: [NH2:1][C:2]1[CH:7]=[CH:6][CH:5]=[CH:4][N:3]=1.[H-].[Na+].[CH2:10]([O:12][CH:13]([O:16][CH2:17][CH3:18])[CH2:14]Br)[CH3:11]>C1(C)C=CC=CC=1>[CH2:10]([O:12][CH:13]([O:16][CH2:17][CH3:18])[CH2:14][NH:1][C:2]1[CH:7]=[CH:6][CH:5]=[CH:4][N:3]=1)[CH3:11] |f:1.2|. Product: C(C)OC(CNC1=NC=CC=C1)OCC (2-pyridylaminoacetaldehyde diethyl acetal).